Dataset: the Open Reaction Database (ORD), a public repository of structured organic reaction records. Task: describe an organic reaction: reactants, conditions, products, and yield Reactants: ClC(Cl)Cl, O=[N+]([O-])c1ccc(OCCc2ccc(CO)cn2)cc1, O=S(Cl)Cl. Yields the product O=[N+]([O-])c1ccc(OCCc2ccc(CCl)cn2)cc1. As a reaction SMILES: [CH:25]([Cl:26])([Cl:27])[Cl:28].[OH:1][CH2:2][c:3]1[cH:4][cH:5][c:6]([CH2:9][CH2:10][O:11][c:12]2[cH:13][cH:14][c:15]([N+:18](=[O:19])[O-:20])[cH:16][cH:17]2)[n:7][cH:8]1.[S:21]([Cl:22])([Cl:23])=[O:24]>>[CH2:2]([c:3]1[cH:4][cH:5][c:6]([CH2:9][CH2:10][O:11][c:12]2[cH:13][cH:14][c:15]([N+:18](=[O:19])[O-:20])[cH:16][cH:17]2)[n:7][cH:8]1)[Cl:23]. Product: COc1ccc2c(c1)c(-c1ccc(C(C)C)cc1)nc(=O)n2Cc1cccc(C(=O)O)c1. Reactants: COC(=O)c1cccc(Cn2c(=O)nc(-c3ccc(C(C)C)cc3)c3cc(OC)ccc32)c1, CO, [Na+], [OH-]. RXN SMILES: [CH3:1][O:2][C:3]([c:4]1[cH:5][c:6]([CH2:10][n:11]2[c:12](=[O:32])[n:13][c:14](-[c:23]3[cH:24][cH:25][c:26]([CH:29]([CH3:30])[CH3:31])[cH:27][cH:28]3)[c:15]3[cH:16][c:17]([O:21][CH3:22])[cH:18][cH:19][c:20]23)[cH:7][cH:8][cH:9]1)=[O:33].[CH3:36][OH:37].[Na+:35].[OH-:34]>>[O:2]=[C:3]([c:4]1[cH:5][c:6]([CH2:10][n:11]2[c:12](=[O:32])[n:13][c:14](-[c:23]3[cH:24][cH:25][c:26]([CH:29]([CH3:30])[CH3:31])[cH:27][cH:28]3)[c:15]3[cH:16][c:17]([O:21][CH3:22])[cH:18][cH:19][c:20]23)[cH:7][cH:8][cH:9]1)[OH:33]. Solvent: C1CCOC1 (THF), C1CCOC1 (THF). Product: BrC1=NC=CC=C1C=O (2-bromo-pyridine-3-carbaldehyde). Reactants: BrC1=NC=CC=C1 (2-bromopyridine), O (Water), C(C)(C)[N-]C(C)C.[Li+] (lithium diisopropylamide), CN(C)C=O (DMF). Run at time 3 hour. Procedure details: To a stirring solution of 2-bromopyridine(5.13 g, 3.2 mmol) in THF (90 ml) at −78° C. was slowly added lithium diisopropylamide (LDA) (2 M in THF, 17.9 ml, 3.6 mmol) and the resulting reaction mixture allowed to stir for three hours. To the reaction mixture was then slowly added DMF (9.49 g, 130 mmol) in THF (10 ml). The reaction mixture was stirred at −78° C. for 30 min, and was then allowed to warm to room temperature. Water (100 mol) was added and then the reaction mixture was extracted with ... Reaction SMILES: [Br:1][C:2]1[CH:7]=[CH:6][CH:5]=[CH:4][N:3]=1.C([N-]C(C)C)(C)C.[Li+].CN([CH:19]=[O:20])C.O>C1COCC1>[Br:1][C:2]1[C:7]([CH:19]=[O:20])=[CH:6][CH:5]=[CH:4][N:3]=1 |f:1.2|. The reactants are C(CCCCCCC\C=C/CCCCCCCC)(=O)O (oleic acid), NCCCCCC(=O)N1C(CC(C1)O)C(OC(C1=CC=C(C=C1)OC)C1=CC=C(C=C1)OC)C1=CC=CC=C1 (6-amino-1-{2-[bis-(4-methoxy-phenyl)-phenyl-methoxymethyl]-4-hydroxy-pyrrolidin-1-yl}-hexan-1-one). Product: COC1=CC=C(C=C1)C(OC(C1N(CC(C1)O)C(CCCCCNC(CCCCCCCC=CCCCCCCCC)=O)=O)C1=CC=CC=C1)C1=CC=C(C=C1)OC (octadec-9-enoic acid (6-{2-[bis-(4-methoxy-phenyl)-phenyl-methoxymethyl]-4-hydroxy-pyrrolidin-1-yl}-6-oxo-hexyl)-amide). Isolated yield 98.0%. As a reaction SMILES: [C:1]([OH:20])(=O)[CH2:2][CH2:3][CH2:4][CH2:5][CH2:6][CH2:7][CH2:8]/[CH:9]=[CH:10]\[CH2:11][CH2:12][CH2:13][CH2:14][CH2:15][CH2:16][CH2:17][CH3:18].[NH2:21][CH2:22][CH2:23][CH2:24][CH2:25][CH2:26][C:27]([N:29]1[CH2:33][CH:32]([OH:34])[CH2:31][CH:30]1[CH:35]([C:54]1[CH:59]=[CH:58][CH:57]=[CH:56][CH:55]=1)[O:36][CH:37]([C:46]1[CH:51]=[CH:50][C:49]([O:52][CH3:53])=[CH:48][CH:47]=1)[C:38]1[CH:43]=[CH:42][C:41]([O:44][CH3:45])=[CH:40][CH:39]=1)=[O:28]>>[CH3:45][O:44][C:41]1[CH:42]=[CH:43][C:38]([CH:37]([C:46]2[CH:51]=[CH:50][C:49]([O:52][CH3:53])=[CH:48][CH:47]=2)[O:36][CH:35]([C:54]2[CH:55]=[CH:56][CH:57]=[CH:58][CH:59]=2)[CH:30]2[CH2:31][CH:32]([OH:34])[CH2:33][N:29]2[C:27](=[O:28])[CH2:26][CH2:25][CH2:24][CH2:23][CH2:22][NH:21][C:1](=[O:20])[CH2:2][CH2:3][CH2:4][CH2:5][CH2:6][CH2:7][CH2:8][CH:9]=[CH:10][CH2:11][CH2:12][CH2:13][CH2:14][CH2:15][CH2:16][CH2:17][CH3:18])=[CH:39][CH:40]=1. Reported procedure: Using the above described procedure, oleic acid 101f (2.83 g, 10 mmol) was coupled with the amine 100 and after work-up and column purification the pure amide was isolated as aa oil (7.7 g, 98%). 1H NMR (DMSO-d6, 400 MHz) δ 7.71-7.67 (m, 1H), 7.34-7.10 (m, 9H), 6.90-6.79 (m, 4H), 5.33-5.26 (m, 2H), 4.98 (d, J=3.90 Hz, 0.7H), 4.88 (d, J=3.90 Hz, 0.3H), 4.40-4.05 (m, 2H), 3.71 (s, 6H), 3.59-3.42 (m, 1H), 3.34-3.20 (m, 2H), 3.18-3.10 (m, 1H), 3.02-2.92 (m, 3H), 2.20-1.80 (m, 6H), 1.50-1.04 (m, 39H)... Reactants: [OH-].[Na+] (NaOH), ClC=1C=C(C=CC1C1OCCO1)OC1=CC2=C(NC=N2)C=C1 (5-{[3-Chloro-4-(1,3-dioxolan-2-yl)phenyl]oxy}-1H-benzimidazole), p-tosic acid, p-tosic acid. Product: N1C=NC2=C1C=CC(=C2)OC2=CC(=C(C=O)C=C2)Cl (4-(1H-benzimidazol-5-yloxy)-2-chlorobenzaldehyde). Run at time 8 hour. Run in O (water), C(C)(=O)OCC (ethyl acetate), CC(=O)C (acetone). Reported procedure: 5-{[3-Chloro-4-(1,3-dioxolan-2-yl)phenyl]oxy}-1H-benzimidazole (1.41 g) was dissolved in approximately 15 mL of acetone and heated at reflux over 3 days with 25 mg of p-tosic acid. An additional 50 mg of p-tosic acid was added and the reaction was heated at 80 degrees Centigrade for an additional 6 hours. The reaction was allowed to cool to room temperature, diluted with water and ethyl acetate, made basic with 10 N NaOH and extracted twice with ethyl acetate. The organic layer was washed with b... As a reaction SMILES: [Cl:1][C:2]1[CH:3]=[C:4]([O:13][C:14]2[CH:22]=[CH:21][C:17]3[NH:18][CH:19]=[N:20][C:16]=3[CH:15]=2)[CH:5]=[CH:6][C:7]=1[CH:8]1OCC[O:9]1.[OH-].[Na+]>CC(C)=O.O.C(OCC)(=O)C>[NH:18]1[C:17]2[CH:21]=[CH:22][C:14]([O:13][C:4]3[CH:5]=[CH:6][C:7]([CH:8]=[O:9])=[C:2]([Cl:1])[CH:3]=3)=[CH:15][C:16]=2[N:20]=[CH:19]1 |f:1.2|.